describe an organic reaction: reactants, conditions, products, and yield From a dataset of the Open Reaction Database (ORD), a public repository of structured organic reaction records. Reactants: P(=O)([O-])([O-])O.[Ca+2] (monocalcium phosphate), S(=O)(=O)([O-])[O-].[K+].[K+] (potassium sulfate). The product is OP(=O)(O)[O-].[K+] (KH2PO4), S(=O)(=O)([O-])[O-].[Ca+2] (calcium sulfate). Reaction SMILES: [P:1]([OH:5])([O-:4])([O-:3])=[O:2].[Ca+2:6].[S:7]([O-:11])([O-:10])(=[O:9])=[O:8].[K+:12].[K+]>>[OH:3][P:1]([O-:5])([OH:4])=[O:2].[K+:12].[S:7]([O-:11])([O-:10])(=[O:9])=[O:8].[Ca+2:6] |f:0.1,2.3.4,5.6,7.8|. Reported procedure: The monocalcium phosphate solid was then reacted with a stoichiometric amount of potassium sulfate in aqueous solution to form KH2PO4 and calcium sulfate. The calcium sulfate precipitate is separated by filtration and recovered. The solution or filtrate from this filtration is subjected to evaporation for the precipitation of potassium dihydrogen phosphate which is then recovered by filtration. Conditions: time 5 minute. The solvent is C1CCOC1 (THF), C1CCOC1 (THF). The product is FC(C=1C=C(OC2=CC=C(C=C2)C2=CC=CN3C2=NS(CC3)(=O)=O)C=CC1)(F)F (9-{4-[3-(trifluoromethyl)phenoxy]phenyl}-3,4-dihydropyrido[2,1-c][1,2,4]thiadiazine 2,2-dioxide). Reaction SMILES: [H-].[Na+].Cl[CH2:4][CH2:5][S:6](Cl)(=[O:8])=[O:7].[F:10][C:11]([F:33])([F:32])[C:12]1[CH:13]=[C:14]([CH:29]=[CH:30][CH:31]=1)[O:15][C:16]1[CH:21]=[CH:20][C:19]([C:22]2[C:23]([NH2:28])=[N:24][CH:25]=[CH:26][CH:27]=2)=[CH:18][CH:17]=1>C1COCC1>[F:33][C:11]([F:10])([F:32])[C:12]1[CH:13]=[C:14]([CH:29]=[CH:30][CH:31]=1)[O:15][C:16]1[CH:17]=[CH:18][C:19]([C:22]2[C:23]3=[N:28][S:6](=[O:8])(=[O:7])[CH2:5][CH2:4][N:24]3[CH:25]=[CH:26][CH:27]=2)=[CH:20][CH:21]=1 |f:0.1|. Reactants: ClCCS(=O)(=O)Cl (2-chloroethanesulfonyl chloride), [H-].[Na+] (NaH), FC(C=1C=C(OC2=CC=C(C=C2)C=2C(=NC=CC2)N)C=CC1)(F)F (3-(4-(3-(trifluoromethyl)phenoxy)phenyl)pyridin-2-amine). Procedure: To a suspension of NaH (60%, 210 mg) in THF (dry) (10 mL) was added 2-chloroethanesulfonyl chloride (0.331 mL) at 0° C. and the mixture was stirred for 5 min at the same temperature. A solution of 3-(4-(3-(trifluoromethyl)phenoxy)phenyl)pyridin-2-amine (347 mg) in THF (dry) (10 mL) was added at 0° C. and the mixture was stirred at room temperature under nitrogen overnight. The mixture was quenched with water at 0° C. carefully. Water was added to form precipitates which were washed with water an... The reactants are Cl, CCOC(=O)C1CCCC1Nc1cccc(F)c1, [Na+], C1COCCO1, [OH-]. The product is O=C(O)C1CCCC1Nc1cccc(F)c1. Reaction SMILES: [ClH:21].[F:3][c:4]1[cH:5][c:6]([NH:10][CH:11]2[CH:12]([C:16](=[O:17])[O:18][CH2:19][CH3:20])[CH2:13][CH2:14][CH2:15]2)[cH:7][cH:8][cH:9]1.[Na+:2].[O:22]1[CH2:23][CH2:24][O:25][CH2:26][CH2:27]1.[OH-:1]>>[F:3][c:4]1[cH:5][c:6]([NH:10][CH:11]2[CH:12]([C:16](=[O:17])[OH:18])[CH2:13][CH2:14][CH2:15]2)[cH:7][cH:8][cH:9]1.